Dataset: the Open Reaction Database (ORD), a public repository of structured organic reaction records. Task: describe an organic reaction: reactants, conditions, products, and yield Starting materials: CCN(CC)CCCNc1n[nH]c2cccc(Cl)c12, CCOCC, CC(C)Br, [Mg], O, O=C=O, O, O=S(=O)(O)O. Yields the product CCN(CC)CCCNc1n[nH]c2cccc(O)c12. As a reaction SMILES: [CH2:2]([CH3:3])[N:4]([CH2:5][CH2:6][CH2:7][NH:8][c:9]1[n:10][nH:11][c:12]2[cH:13][cH:14][cH:15][c:16]([Cl:18])[c:17]12)[CH2:19][CH3:20].[CH3:35][CH2:36][O:37][CH2:38][CH3:39].[CH:21]([Br:22])([CH3:23])[CH3:24].[Mg:1].[O:25].[O:26]=[C:27]=[O:28].[OH2:34].[S:29](=[O:30])(=[O:31])([OH:32])[OH:33]>>[CH2:2]([CH3:3])[N:4]([CH2:5][CH2:6][CH2:7][NH:8][c:9]1[n:10][nH:11][c:12]2[cH:13][cH:14][cH:15][c:16]([OH:26])[c:17]12)[CH2:19][CH3:20]. Reactants: C1(=CC=CC=C1)C(N1N=C(N=C1)CCCOC1=NC=CC(=C1)CN)(C1=CC=CC=C1)C1=CC=CC=C1 (1-[2-({3-[1-(triphenylmethyl)-1H-1,2,4-triazol-3-yl]propyl}oxy)pyridin-4-yl]methaneamine), C1(=CC=CC=C1)C(N1N=C(N=C1)OCCOC=1C=C(C=CC1)CN)(C1=CC=CC=C1)C1=CC=CC=C1 (1-{3-[(2-{[1-(triphenylmethyl)-1H-1,2,4-triazol-3-yl]oxy}ethyl)oxy]phenyl}methanamine), O=C1NC(=NC2=CC=CC=C12)C(=O)OCC (ethyl 4-oxo-3,4-dihydro-2-quinazolinecarboxylate), ClC1=C(C=CC=C1)C1=CSC=2N=C(NC(C21)=O)C(=O)OCC (ethyl 5-(2-chlorophenyl)-4-oxo-3,4-dihydrothieno[2,3-d]pyrimidine-2-carboxylate). The product is ClC1=C(C=CC=C1)C1=CSC=2N=C(NC(C21)=O)C(=O)NCC2=CC(=CC=C2)OCCOC2=NNC=N2 (5-(2-chlorophenyl)-4-oxo-N-{3-[2-(1H-1,2,4-triazol-3-yloxy)ethoxy]benzyl}-3,4-dihydrothieno[2,3-d]pyrimidine-2-carboxamide), powder. The yield is 44.0%. Reaction SMILES: O=C1C2C(=CC=CC=2)N=C(C(OCC)=O)N1.[Cl:17][C:18]1[CH:23]=[CH:22][CH:21]=[CH:20][C:19]=1[C:24]1[C:32]2[C:31](=[O:33])[NH:30][C:29]([C:34]([O:36]CC)=O)=[N:28][C:27]=2[S:26][CH:25]=1.C1(C(C2C=CC=CC=2)(C2C=CC=CC=2)N2C=NC(CCCOC3C=C(CN)C=CN=3)=N2)C=CC=CC=1.C1(C(C2C=CC=CC=2)(C2C=CC=CC=2)[N:82]2[CH:86]=[N:85][C:84]([O:87][CH2:88][CH2:89][O:90][C:91]3[CH:92]=[C:93]([CH2:97][NH2:98])[CH:94]=[CH:95][CH:96]=3)=[N:83]2)C=CC=CC=1>>[Cl:17][C:18]1[CH:23]=[CH:22][CH:21]=[CH:20][C:19]=1[C:24]1[C:32]2[C:31](=[O:33])[NH:30][C:29]([C:34]([NH:98][CH2:97][C:93]3[CH:94]=[CH:95][CH:96]=[C:91]([O:90][CH2:89][CH2:88][O:87][C:84]4[N:85]=[CH:86][NH:82][N:83]=4)[CH:92]=3)=[O:36])=[N:28][C:27]=2[S:26][CH:25]=1. Reported procedure: By a method similar to that in Example 22, and using, instead of ethyl 4-oxo-3,4-dihydro-2-quinazolinecarboxylate, ethyl 5-(2-chlorophenyl)-4-oxo-3,4-dihydrothieno[2,3-d]pyrimidine-2-carboxylate obtained in Reference Example 70 and using, instead of 1-[2-({3-[1-(triphenylmethyl)-1H-1,2,4-triazol-3-yl]propyl}oxy)pyridin-4-yl]methaneamine, 1-{3-[(2-{[1-(triphenylmethyl)-1H-1,2,4-triazol-3-yl]oxy}ethyl)oxy]phenyl}methanamine obtained in Reference Example 32, the title compound was obtained as a whi... The reactants are CC(=CN1CCCCC1)Cc1ccc(C(C)(C)C)cc1, C, Cc1ccccc1, [H][H], [Pd]. Product: CC(Cc1ccc(C(C)(C)C)cc1)CN1CCCCC1. RXN SMILES: [C:1]([CH3:2])([CH3:3])([CH3:4])[c:5]1[cH:6][cH:7][c:8]([CH2:11][C:12](=[CH:13][N:14]2[CH2:15][CH2:16][CH2:17][CH2:18][CH2:19]2)[CH3:20])[cH:9][cH:10]1.[C:30].[CH3:23][c:24]1[cH:25][cH:26][cH:27][cH:28][cH:29]1.[H:21][H:22].[Pd:31]>>[C:1]([CH3:2])([CH3:3])([CH3:4])[c:5]1[cH:6][cH:7][c:8]([CH2:11][CH:12]([CH2:13][N:14]2[CH2:15][CH2:16][CH2:17][CH2:18][CH2:19]2)[CH3:20])[cH:9][cH:10]1. Reactants: CC1=C(C(=NO1)C1=CC=CC=C1)C(=O)NN (5-methyl-3-phenyl-isoxazole-4-carboxylic acid hydrazide), N1C=CC2=CC(=CC=C12)C(=O)O (indole-5-carboxylic acid). Product: CC1=C(C(=NO1)C1=CC=CC=C1)C1=NN=C(O1)C=1C=C2C=CNC2=CC1 (5-[5-(5-Methyl-3-phenyl-isoxazol-4-yl)-[1,3,4]oxadiazol-2-yl]-1H-indole). Yield: 55.0%. RXN SMILES: [CH3:1][C:2]1[O:6][N:5]=[C:4]([C:7]2[CH:12]=[CH:11][CH:10]=[CH:9][CH:8]=2)[C:3]=1[C:13]([NH:15][NH2:16])=[O:14].[NH:17]1[C:25]2[C:20](=[CH:21][C:22]([C:26](O)=O)=[CH:23][CH:24]=2)[CH:19]=[CH:18]1>>[CH3:1][C:2]1[O:6][N:5]=[C:4]([C:7]2[CH:12]=[CH:11][CH:10]=[CH:9][CH:8]=2)[C:3]=1[C:13]1[O:14][C:26]([C:22]2[CH:21]=[C:20]3[C:25](=[CH:24][CH:23]=2)[NH:17][CH:18]=[CH:19]3)=[N:16][N:15]=1. Reported procedure: As described for example 2, 5-methyl-3-phenyl-isoxazole-4-carboxylic acid hydrazide (500 mg, 2.30 mmol) was converted using indole-5-carboxylic acid instead of o-toluic acid to the title compound (SiO2, heptane:ethyl acetate:dichloromethane=70:10:20 to 40:40:20, 430 mg, 55%) which was obtained as a colorless liquid. MS: m/e=343.1 [M+H]+. Starting materials: N1C=CC2=CC=CC=C12 (indole), [H][H].N1C=CC2=CC=CC=C12 (H2 indole), N[C@@H](CC1=CNC2=CC=CC=C12)C(=O)O (Trp), N1C=CC2=CC=CC=C12 (indole), N[C@@H](CC1=CNC2=CC=CC=C12)C(=O)O (Trp), N[C@@H](CC1=CNC2=CC=CC=C12)C(=O)O (Trp), N[C@@H](CC1=CNC2=CC=CC=C12)C(=O)O (Trp), N1C=CC2=CC=CC=C12 (indole), N[C@@H](C)C(=O)O (Ala), N1C=CC2=CC=CC=C12 (indole), N1C=CC2=CC=CC=C12 (indole). Product: C[C@@H](C(=O)O)NC(=O)[C@H](CC1=CNC2=C1C=CC=C2)N (Trp-Ala). As a reaction SMILES: N1C2C(=CC=CC=2)C=C1.[NH2:10][C@H:11]([C:13]([OH:15])=[O:14])[CH3:12].[H][H].N1C2C(=CC=CC=2)C=C1.[NH2:27][C@H:28]([C:39](O)=[O:40])[CH2:29][C:30]1[C:38]2[C:33](=[CH:34][CH:35]=[CH:36][CH:37]=2)[NH:32][CH:31]=1>>[CH3:12][C@H:11]([NH:10][C:39]([C@@H:28]([NH2:27])[CH2:29][C:30]1[C:38]2[CH:37]=[CH:36][CH:35]=[CH:34][C:33]=2[NH:32][CH:31]=1)=[O:40])[C:13]([OH:15])=[O:14] |f:2.3|. Procedure: NMR (1H) in DMSO-d6 10.92 (1H, s) NH indole, 8.45 (1H, broad s) NH Ala, 7.63 (1H, d) H4 indole, 7.32 (1H, d) H7 indole, 7.20 (1H, s) H2 indole, 7.05 (1H, t) H6 indole, 6.97 (1H, t) H5 indole, 4.16 (1H, broad q) HαAla, 3.76 (1H, dd) Hα Trp, 3.19 (1H, dd) HβA Trp, 2.90 (1H, dd) HβB Trp, 1.25 (1H, t) CH3 Ala The reactants are C(C)OC(CN1N=C(N=N1)C1=CN=C(S1)N1CCC2(OCCO2)CC1)=O (ethyl{5-[2-(1,4-dioxa-8-azaspiro[4.5]dec-8-yl)-1,3-thiazol-5-yl]-2H-tetrazol-2-yl}acetate), Cl (HCl). Run in C1CCOC1 (THF). Run at temperature 65 celsius. Product: C(C)OC(CN1N=C(N=N1)C1=CN=C(S1)N1CCC(CC1)=O)=O (Ethyl{5-[2-(4-oxopiperidin-1-yl)-1,3-thiazol-5-yl]-2H-tetrazol-2-yl}acetate). RXN SMILES: [CH2:1]([O:3][C:4](=[O:26])[CH2:5][N:6]1[N:10]=[N:9][C:8]([C:11]2[S:15][C:14]([N:16]3[CH2:25][CH2:24][C:19]4(OCC[O:20]4)[CH2:18][CH2:17]3)=[N:13][CH:12]=2)=[N:7]1)[CH3:2].Cl>C1COCC1>[CH2:1]([O:3][C:4](=[O:26])[CH2:5][N:6]1[N:10]=[N:9][C:8]([C:11]2[S:15][C:14]([N:16]3[CH2:17][CH2:18][C:19](=[O:20])[CH2:24][CH2:25]3)=[N:13][CH:12]=2)=[N:7]1)[CH3:2]. Procedure: To a solution of ethyl{5-[2-(1,4-dioxa-8-azaspiro[4.5]dec-8-yl)-1,3-thiazol-5-yl]-2H-tetrazol-2-yl}acetate (377 mg, 0.99 mmol) in THF (4.95 mL) was added 1N HCl (1.09 mL, 1.09 mmol). The reaction mixture was heated to 65° C. for 3 h. The volatiles were evaporated under reduced pressure. The mixture was diluted with water (20 mL) and extracted with EtOAc (3×5 mL). The combined organic fractions were dried over MgSO4, filtered and evaporated under reduced pressure. The residue was purified by Comb... Reactants: COC1=C2C=C3C(=NC2=CC=C1)C1=CC(=C(C(N1C3)=O)C)C(CC)=O (1-methoxy-8-methyl-7-(1-oxopropyl)indolizino[1,2-b]quinolin-9(11H)-one), C(Cl)Cl (CH2Cl2), C1CCOC1 (THF), [BH4-].[Na+] (sodium borohydride). Solvent: CO (MeOH). Conditions: time 1.5 hour. Product: COC1=C2C=C3C(=NC2=CC=C1)C1=CC(=C(C(N1C3)=O)C)C(CC)O ((±)-1-Methoxy-7-(1-hydroxypropyl)-8-methylindolizino[1,2-b]quinolin-9(11H)-one). As a reaction SMILES: [CH3:1][O:2][C:3]1[CH:12]=[CH:11][CH:10]=[C:9]2[C:4]=1[CH:5]=[C:6]1[CH2:19][N:18]3[C:13](=[CH:14][C:15]([C:22](=[O:25])[CH2:23][CH3:24])=[C:16]([CH3:21])[C:17]3=[O:20])[C:7]1=[N:8]2.C(Cl)Cl.C1COCC1.[BH4-].[Na+]>CO>[CH3:1][O:2][C:3]1[CH:12]=[CH:11][CH:10]=[C:9]2[C:4]=1[CH:5]=[C:6]1[CH2:19][N:18]3[C:13](=[CH:14][C:15]([CH:22]([OH:25])[CH2:23][CH3:24])=[C:16]([CH3:21])[C:17]3=[O:20])[C:7]1=[N:8]2 |f:3.4|. Procedure details: A solution of 1-methoxy-8-methyl-7-(1-oxopropyl)indolizino[1,2-b]quinolin-9(11H)-one (5.0 mg, 15 μmol) in a mixture of MeOH (0.2 mL), CH2Cl2 (0.6 mL) and THF (0.2 mL) was treated with a single portion of sodium borohydride (4.0 mg, 110 ,μmol). After stirring at room temperature for 1.5 h, the reaction mixture was concentrated under reduced pressure. The residue was treated with 10% aqueous NH4Cl (350 μL) and allowed to stand at 4° C. overnight. The solid which formed was collected by filtration,... Reactants: COc1cc(S(=O)c2ccccc2C#N)ccc1C1CCN(C(=O)OC(C)(C)C)C1, ClCCl, O=C(OO)c1cccc(Cl)c1. Yields the product COc1cc(S(=O)(=O)c2ccccc2C#N)ccc1C1CCN(C(=O)OC(C)(C)C)C1. As a reaction SMILES: [C:1]([CH3:2])([CH3:3])([CH3:4])[O:5][C:6](=[O:7])[N:8]1[CH2:9][CH:10]([c:13]2[c:14]([O:29][CH3:30])[cH:15][c:16]([S:19](=[O:20])[c:21]3[c:22]([C:27]#[N:28])[cH:23][cH:24][cH:25][cH:26]3)[cH:17][cH:18]2)[CH2:11][CH2:12]1.[Cl:42][CH2:43][Cl:44].[OH:31][O:32][C:33]([c:34]1[cH:35][c:36]([Cl:37])[cH:38][cH:39][cH:40]1)=[O:41]>>[C:1]([CH3:2])([CH3:3])([CH3:4])[O:5][C:6](=[O:7])[N:8]1[CH2:9][CH:10]([c:13]2[c:14]([O:29][CH3:30])[cH:15][c:16]([S:19](=[O:20])([c:21]3[c:22]([C:27]#[N:28])[cH:23][cH:24][cH:25][cH:26]3)=[O:31])[cH:17][cH:18]2)[CH2:11][CH2:12]1. Reaction SMILES: [Br:1][c:2]1[cH:3][cH:4][c:5]2[nH:6][c:7]([C:14]([OH:15])=[O:16])[c:8]([CH2:9][CH2:10][NH2:11])[c:12]2[cH:13]1.[NH3:22].[S:17](=[O:18])(=[O:19])([OH:20])[OH:21]>>[Br:1][c:2]1[cH:3][cH:4][c:5]2[nH:6][cH:7][c:8]([CH2:9][CH2:10][NH2:11])[c:12]2[cH:13]1. Reactants: NCCc1c(C(=O)O)[nH]c2ccc(Br)cc12, N, O=S(=O)(O)O. Yields the product NCCc1c[nH]c2ccc(Br)cc12.